describe an organic reaction: reactants, conditions, products, and yield From a dataset of the Open Reaction Database (ORD), a public repository of structured organic reaction records. Reactants: ClC(Cl)Cl, OCn1cc(SC(F)(Cl)Cl)cn1, O=S(Cl)Cl. The product is FC(Cl)(Cl)Sc1cnn(CCl)c1. As a reaction SMILES: [CH:17]([Cl:18])([Cl:19])[Cl:20].[Cl:1][C:2]([S:3][c:4]1[cH:5][n:6][n:7]([CH2:9][OH:10])[cH:8]1)([F:11])[Cl:12].[S:13]([Cl:14])([Cl:15])=[O:16]>>[Cl:1][C:2]([S:3][c:4]1[cH:5][n:6][n:7]([CH2:9][Cl:15])[cH:8]1)([F:11])[Cl:12]. Reactants: C(=O)(OC(C)(C)C)N1CCNCC1 (1-Boc-piperazine), C(CCC)(=O)Cl (butyryl chloride). The product is C(C)(C)(C)OC(=O)N1CCN(CC1)C(CCC)=O (4-butyryl-piperazine-1-carboxylic acid tert-butyl ester). Reaction SMILES: [C:1]([N:8]1[CH2:13][CH2:12][NH:11][CH2:10][CH2:9]1)([O:3][C:4]([CH3:7])([CH3:6])[CH3:5])=[O:2].[C:14](Cl)(=[O:18])[CH2:15][CH2:16][CH3:17]>>[C:4]([O:3][C:1]([N:8]1[CH2:9][CH2:10][N:11]([C:14](=[O:18])[CH2:15][CH2:16][CH3:17])[CH2:12][CH2:13]1)=[O:2])([CH3:7])([CH3:6])[CH3:5]. Procedure: This compound was prepared using a method analogous to that of Example 41, step 41.1, 1-Boc-piperazine replacing piperazine-1-carboxylic acid benzyl ester and butyryl chloride replacing benzoyl chloride.